Dataset: the Open Reaction Database (ORD), a public repository of structured organic reaction records. Task: describe an organic reaction: reactants, conditions, products, and yield The reactants are CS(=O)C1=NC=C(C(=N1)NC1(CC1)C1=CC=CC=C1)C(=O)N (2-(methylsulfinyl)-4-(1-phenylcyclopropylamino)pyrimidine-5-carboxamide), C(C)(=O)NC=1C=C(N)C=CC1 (3-acetamidoaniline), CC=1C=CC(=CC1)S(=O)(=O)O (pTsOH). Solvent: CN1CCCC1=O (NMP). Run at temperature 100 celsius. Product: C(C)(=O)NC=1C=C(C=CC1)NC1=NC=C(C(=N1)NC1(CC1)C1=CC=CC=C1)C(=O)N (2-(3-acetamidophenylamino)-4-(1-phenylcyclopropylamino)pyrimidine-5-carboxamide). Isolated yield 59.0%. Reaction SMILES: CS([C:4]1[N:9]=[C:8]([NH:10][C:11]2([C:14]3[CH:19]=[CH:18][CH:17]=[CH:16][CH:15]=3)[CH2:13][CH2:12]2)[C:7]([C:20]([NH2:22])=[O:21])=[CH:6][N:5]=1)=O.[C:23]([NH:26][C:27]1[CH:28]=[C:29]([CH:31]=[CH:32][CH:33]=1)[NH2:30])(=[O:25])[CH3:24].CC1C=CC(S(O)(=O)=O)=CC=1>CN1C(=O)CCC1>[C:23]([NH:26][C:27]1[CH:28]=[C:29]([NH:30][C:4]2[N:9]=[C:8]([NH:10][C:11]3([C:14]4[CH:19]=[CH:18][CH:17]=[CH:16][CH:15]=4)[CH2:13][CH2:12]3)[C:7]([C:20]([NH2:22])=[O:21])=[CH:6][N:5]=2)[CH:31]=[CH:32][CH:33]=1)(=[O:25])[CH3:24]. Procedure: To a solution of 2-(methylsulfinyl)-4-(1-phenylcyclopropylamino)pyrimidine-5-carboxamide (50 mg, 0.16 mmol) in NMP (1 mL) was added 3-acetamidoaniline (27 mg, 0.18 mmol) and pTsOH*H2O (30 mg, 0.16 mmol). The mixture was heated at 100° C. for 2 h, cooled to room temperature, and purified by preparative HPLC to give 2-(3-acetamidophenylamino)-4-(1-phenylcyclopropylamino)pyrimidine-5-carboxamide (38 mg). MS found for C22H22N6O2 as (M+H)+ 403.5. λ=251.1. Starting materials: C(C)(C)(C)O[C@H](C(=O)OCC)C=1C(=NC(=C(C1N1CCC(CC1)(C)C)C1=CC=C(C=C1)O)C)C ((S)-ethyl 2-(tert-butoxy)-2-(4-(4,4-dimethylpiperidin-1-yl)-5-(4-hydroxyphenyl)-2,6-dimethylpyridin-3-yl)acetate), C1(=CC=C(C=C1)CCO)C (2-(p-tolyl)ethanol), C1=CC=C(C=C1)P(C2=CC=CC=C2)C3=CC=CC=C3 (Ph3P), CCOC(=O)/N=N/C(=O)OCC (DEAD), [OH-].[Na+] (NaOH). Solvent: C1CCOC1 (THF), CO (MeOH). Reaction conditions: time 18 hour. The product is C(C)(C)(C)O[C@H](C(=O)O)C=1C(=NC(=C(C1N1CCC(CC1)(C)C)C1=CC=C(C=C1)OCCC1=CC=C(C=C1)C)C)C ((S)-2-(tert-butoxy)-2-(4-(4,4-dimethylpiperidin-1-yl)-2,6-dimethyl-5-(4-(4-methylphenethoxy)phenyl)pyridin-3-yl)acetic acid). Yield: 30.2%. Reaction SMILES: [C:1]([O:5][C@@H:6]([C:12]1[C:13]([CH3:34])=[N:14][C:15]([CH3:33])=[C:16]([C:26]2[CH:31]=[CH:30][C:29](O)=[CH:28][CH:27]=2)[C:17]=1[N:18]1[CH2:23][CH2:22][C:21]([CH3:25])([CH3:24])[CH2:20][CH2:19]1)[C:7]([O:9]CC)=[O:8])([CH3:4])([CH3:3])[CH3:2].[C:35]1([CH3:44])[CH:40]=[CH:39][C:38]([CH2:41][CH2:42][OH:43])=[CH:37][CH:36]=1.C1C=CC(P(C2C=CC=CC=2)C2C=CC=CC=2)=CC=1.CCOC(/N=N/C(OCC)=O)=O.[OH-].[Na+]>C1COCC1.CO>[C:1]([O:5][C@@H:6]([C:12]1[C:13]([CH3:34])=[N:14][C:15]([CH3:33])=[C:16]([C:26]2[CH:27]=[CH:28][C:29]([O:43][CH2:42][CH2:41][C:38]3[CH:39]=[CH:40][C:35]([CH3:44])=[CH:36][CH:37]=3)=[CH:30][CH:31]=2)[C:17]=1[N:18]1[CH2:19][CH2:20][C:21]([CH3:25])([CH3:24])[CH2:22][CH2:23]1)[C:7]([OH:9])=[O:8])([CH3:4])([CH3:2])[CH3:3] |f:4.5|. Procedure: To a stirred solution of (S)-ethyl 2-(tert-butoxy)-2-(4-(4,4-dimethylpiperidin-1-yl)-5-(4-hydroxyphenyl)-2,6-dimethylpyridin-3-yl)acetate (20 mg, 0.043 mmol), 2-(p-tolyl)ethanol (29.1 mg, 0.213 mmol) and Ph3P-resin (55.8 mg, 0.213 mmol) in THF (2 mL) was added DEAD (0.014 mL, 0.085 mmol) at rt. After 18 h, mixture was filtered to remove polymer, concentrated and treated with 1N NaOH (0.854 mL, 0.854 mmol) in MeOH (1 mL) at 75° C. for 16 h. Mixture was then cooled and purified by prep-HPLC to aff... The reactants are CCOC(=O)c1nc2cnn(CC)c2nc1OCC, CCO, [Na+], [OH-]. The product is CCOc1nc2c(cnn2CC)nc1C(=O)O. RXN SMILES: [CH2:3]([CH3:4])[O:5][C:6](=[O:7])[c:8]1[n:9][c:10]2[c:11]([n:12][c:13]1[O:14][CH2:15][CH3:16])[n:17]([CH2:20][CH3:21])[n:18][cH:19]2.[CH3:22][CH2:23][OH:24].[Na+:2].[OH-:1]>>[O:5]=[C:6]([OH:7])[c:8]1[n:9][c:10]2[c:11]([n:12][c:13]1[O:14][CH2:15][CH3:16])[n:17]([CH2:20][CH3:21])[n:18][cH:19]2. Starting materials: NC=1C=C(C=NC1)C(=O)C1=CN(C=2N=CN=CC21)C(C)C ((5-aminopyridin-3-yl)(7-isopropyl-7H-pyrrolo[2,3-d]pyrimidin-5-yl)methanone), FC(C1(N=N1)C1=CC=C(C(=O)O)C=C1)(F)F (4-[3-(trifluoromethyl)-3H-diaziren-3-yl]benzoic acid). Product: C(C)(C)N1C=C(C2=C1N=CN=C2)C(=O)C=2C=C(C=NC2)NC(C2=CC=C(C=C2)C2(N=N2)C(F)(F)F)=O (N-{5-[(7-isopropyl-7H-pyrrolo[2,3-d]pyrimidin-5-yl)carbonyl]pyridin-3-yl}-4-[3-(trifluoromethyl)-3H-diaziren-3-yl]benzamide). Reaction SMILES: [NH2:1][C:2]1[CH:3]=[C:4]([C:8]([C:10]2[C:18]3[CH:17]=[N:16][CH:15]=[N:14][C:13]=3[N:12]([CH:19]([CH3:21])[CH3:20])[CH:11]=2)=[O:9])[CH:5]=[N:6][CH:7]=1.[F:22][C:23]([F:37])([F:36])[C:24]1([C:27]2[CH:35]=[CH:34][C:30]([C:31](O)=[O:32])=[CH:29][CH:28]=2)[N:26]=[N:25]1>>[CH:19]([N:12]1[C:13]2[N:14]=[CH:15][N:16]=[CH:17][C:18]=2[C:10]([C:8]([C:4]2[CH:3]=[C:2]([NH:1][C:31](=[O:32])[C:30]3[CH:34]=[CH:35][C:27]([C:24]4([C:23]([F:37])([F:36])[F:22])[N:26]=[N:25]4)=[CH:28][CH:29]=3)[CH:7]=[N:6][CH:5]=2)=[O:9])=[CH:11]1)([CH3:21])[CH3:20]. Procedure details: The title compound was prepared according to the method described for Example 34 starting from (5-aminopyridin-3-yl)(7-isopropyl-7H-pyrrolo[2,3-d]pyrimidin-5-yl)methanone (Preparation 95) and 4-[3-(trifluoromethyl)-3H-diaziren-3-yl]benzoic acid to afford the title compound as a white solid in 4% yield, 2 mg. LCMS (system 3): Rt=3.64 min; m/z 494 [M+H]+. Product: COC(=O)NC(Cc1cccc2ccccc12)C(=O)NCCCC(CO)N(CC(C)C)S(=O)(=O)c1ccc(N)cc1. The reactants are COC(=O)NC(Cc1cccc2ccccc12)C(=O)O, CC(C)CN(C(CO)CCCN)S(=O)(=O)c1ccc(N)cc1. As a reaction SMILES: [CH3:1][O:2][C:3](=[O:4])[NH:5][CH:6]([C:7](=[O:8])[OH:9])[CH2:10][c:11]1[cH:12][cH:13][cH:14][c:15]2[cH:16][cH:17][cH:18][cH:19][c:20]12.[NH2:21][c:22]1[cH:23][cH:24][c:25]([S:28](=[O:29])(=[O:30])[N:31]([CH2:32][CH:33]([CH3:34])[CH3:35])[CH:36]([CH2:37][CH2:38][CH2:39][NH2:40])[CH2:41][OH:42])[cH:26][cH:27]1>>[CH3:1][O:2][C:3](=[O:4])[NH:5][CH:6]([C:7](=[O:9])[NH:40][CH2:39][CH2:38][CH2:37][CH:36]([N:31]([S:28]([c:25]1[cH:24][cH:23][c:22]([NH2:21])[cH:27][cH:26]1)(=[O:29])=[O:30])[CH2:32][CH:33]([CH3:34])[CH3:35])[CH2:41][OH:42])[CH2:10][c:11]1[cH:12][cH:13][cH:14][c:15]2[cH:16][cH:17][cH:18][cH:19][c:20]12. Reactants: CN(C)C=O, Cc1cc(C)cc(C(=O)O)c1, O=S(Cl)Cl. RXN SMILES: [CH3:16][N:17]([CH3:18])[CH:19]=[O:20].[CH3:1][c:2]1[cH:3][c:4]([C:5](=[O:6])[OH:7])[cH:8][c:9]([CH3:11])[cH:10]1.[S:12]([Cl:13])([Cl:14])=[O:15]>>[CH3:1][c:2]1[cH:3][c:4]([C:5](=[O:6])[Cl:14])[cH:8][c:9]([CH3:11])[cH:10]1. Yields the product Cc1cc(C)cc(C(=O)Cl)c1. Starting materials: B(O)(O)C1=C(C=CC=C1)S(=O)(=O)N(COCCOC)C1=NOC(=C1C)C (2-borono-N-(4,5-dimethyl-3-isoxazolyl)-N-[(2-methoxyethoxy)methyl]benzenesulfonamide), BrC1=C(C=O)C=C(C=C1)C=1OC=CN1 (2-bromo-5-(2-oxazolyl)benzaldehyde). Reagents/catalysts: C=1C=CC(=CC1)[P](C=2C=CC=CC2)(C=3C=CC=CC3)[Pd]([P](C=4C=CC=CC4)(C=5C=CC=CC5)C=6C=CC=CC6)([P](C=7C=CC=CC7)(C=8C=CC=CC8)C=9C=CC=CC9)[P](C=1C=CC=CC1)(C=1C=CC=CC1)C=1C=CC=CC1 (tetrakis(triphenylphosphine)palladium(0)). Solvent: C1(=CC=CC=C1)C (toluene), C(C)O (ethanol), C([O-])([O-])=O.[Na+].[Na+] (sodium carbonate), CCOC(=O)C (EtOAc). Conditions: temperature 85 celsius. Yields the product CC=1C(=NOC1C)N(S(=O)(=O)C=1C(=CC=CC1)C1=C(C=C(C=C1)C=1OC=CN1)C=O)COCCOC (N-(4,5-Dimethyl-3-isoxazolyl)-2'-formyl-N-[(2-methoxyethoxy)methyl]4'-(2-oxazolyl)[1,1'-biphenyl]-2-sulfonamide). Reaction SMILES: B([C:4]1[CH:9]=[CH:8][CH:7]=[CH:6][C:5]=1[S:10]([N:13]([C:20]1[C:24]([CH3:25])=[C:23]([CH3:26])[O:22][N:21]=1)[CH2:14][O:15][CH2:16][CH2:17][O:18][CH3:19])(=[O:12])=[O:11])(O)O.Br[C:28]1[CH:35]=[CH:34][C:33]([C:36]2[O:37][CH:38]=[CH:39][N:40]=2)=[CH:32][C:29]=1[CH:30]=[O:31]>C1(C)C=CC=CC=1.C(O)C.C(=O)([O-])[O-].[Na+].[Na+].CCOC(C)=O.C1C=CC([P]([Pd]([P](C2C=CC=CC=2)(C2C=CC=CC=2)C2C=CC=CC=2)([P](C2C=CC=CC=2)(C2C=CC=CC=2)C2C=CC=CC=2)[P](C2C=CC=CC=2)(C2C=CC=CC=2)C2C=CC=CC=2)(C2C=CC=CC=2)C2C=CC=CC=2)=CC=1>[CH3:25][C:24]1[C:20]([N:13]([CH2:14][O:15][CH2:16][CH2:17][O:18][CH3:19])[S:10]([C:5]2[C:4]([C:28]3[CH:35]=[CH:34][C:33]([C:36]4[O:37][CH:38]=[CH:39][N:40]=4)=[CH:32][C:29]=3[CH:30]=[O:31])=[CH:9][CH:8]=[CH:7][CH:6]=2)(=[O:12])=[O:11])=[N:21][O:22][C:23]=1[CH3:26] |f:4.5.6,^1:66,68,87,106|. Procedure details: To the 2-borono-N-(4,5-dimethyl-3-isoxazolyl)-N-[(2-methoxyethoxy)methyl]benzenesulfonamide and 2-bromo-5-(2-oxazolyl)benzaldehyde (13.32 g, 58.14 mmol, prepared as described in Example 21 of European Patent Application No. 702,012) in 264 ml of toluene and 132 ml of 95% ethanol ("EtOH"), 106 ml 2M aqueous sodium carbonate and tetrakis(triphenylphosphine)palladium(0) (6.11 g, 5.29 mmol) were added and the reaction mixture heated under argon at 85° C. for 4 hrs, cooled and diluted with 250 ml of ...